From a dataset of the Open Reaction Database (ORD), a public repository of structured organic reaction records. describe an organic reaction: reactants, conditions, products, and yield Starting materials: C(C)(C)(C)C1=CC(=NO1)NC(NC=1C=C(OC2=NC=NC3=CC(=C(C=C23)O[C@@H]2CN(CC2)C(=O)OC(C)(C)C)OC)C=CC1)=O ((S)-tert-butyl 3-(4-(3-(3-(5-tert-butylisoxazole-3-yl)ureido)phenoxy)-7-methoxyquinazolin-6-yloxy)pyrrolidine-1-carboxylate), solution, Cl (HCl), O1CCOCC1 (dioxane). Conditions: time 8 hour. The product is Cl.Cl.C(C)(C)(C)C1=CC(=NO1)NC(=O)NC1=CC(=CC=C1)OC1=NC=NC2=CC(=C(C=C12)O[C@@H]1CNCC1)OC ((S)-1-(5-tert-butylisoxazol-3-yl)-3-(3-(7-methoxy-6-(pyrrolidin-3-yloxy)quinazolin-4-yloxy)phenyl)urea dihydrochloride). The yield is 91.0%. Reaction SMILES: [C:1]([C:5]1[O:9][N:8]=[C:7]([NH:10][C:11](=[O:45])[NH:12][C:13]2[CH:14]=[C:15]([CH:42]=[CH:43][CH:44]=2)[O:16][C:17]2[C:26]3[C:21](=[CH:22][C:23]([O:40][CH3:41])=[C:24]([O:27][C@H:28]4[CH2:32][CH2:31][N:30](C(OC(C)(C)C)=O)[CH2:29]4)[CH:25]=3)[N:20]=[CH:19][N:18]=2)[CH:6]=1)([CH3:4])([CH3:3])[CH3:2].[ClH:46].O1CCOCC1>>[ClH:46].[ClH:46].[C:1]([C:5]1[O:9][N:8]=[C:7]([NH:10][C:11]([NH:12][C:13]2[CH:44]=[CH:43][CH:42]=[C:15]([O:16][C:17]3[C:26]4[C:21](=[CH:22][C:23]([O:40][CH3:41])=[C:24]([O:27][C@H:28]5[CH2:32][CH2:31][NH:30][CH2:29]5)[CH:25]=4)[N:20]=[CH:19][N:18]=3)[CH:14]=2)=[O:45])[CH:6]=1)([CH3:4])([CH3:2])[CH3:3] |f:3.4.5|. Procedure: To a solution of (S)-tert-butyl 3-(4-(3-(3-(5-tert-butylisoxazole-3-yl)ureido)phenoxy)-7-methoxyquinazolin-6-yloxy)pyrrolidine-1-carboxylate (300 mg, ˜0.40 mmol), a 4N solution of HCl in dioxane (1 ml, 4 mmol) was added. The reaction mixture was stirred at room temperature overnight. The resulting solid was filtered and washed with plenty of ethyl ether to yield (S)-1-(5-tert-butylisoxazol-3-yl)-3-(3-(7-methoxy-6-(pyrrolidin-3-yloxy)quinazolin-4-yloxy)phenyl)urea dihydrochloride (215 mg, 91%). L... The reactants are Cl.CC1C(CCC1)N (2-methylcyclopentanamine hydrochloride), CS(=O)(=O)Cl (methanesulfonyl chloride). The solvent is C(C)(=O)OCC (ethyl acetate), N1=CC=CC=C1 (pyridine). Reaction conditions: time 16 hour. Product: CC1C(CCC1)NS(=O)(=O)C (N-(2-Methylcyclopentyl)methanesulfonamide). The yield is 80.6%. RXN SMILES: Cl.[CH3:2][CH:3]1[CH2:7][CH2:6][CH2:5][CH:4]1[NH2:8].[CH3:9][S:10](Cl)(=[O:12])=[O:11]>N1C=CC=CC=1.C(OCC)(=O)C>[CH3:2][CH:3]1[CH2:7][CH2:6][CH2:5][CH:4]1[NH:8][S:10]([CH3:9])(=[O:12])=[O:11] |f:0.1|. Procedure: To a stirred solution of 2-methylcyclopentanamine hydrochloride (0.100 g, 0.7 mmol) in pyridine (1 mL) was added methanesulfonyl chloride (0.095 mL, 1.2 mmol). The reaction mixture was stirred at room temperature for 16 hrs. The mixture was diluted with ethyl acetate and washed with 2 N aqueous hydrochloric acid, saturated aqueous sodium bicarbonate, saturated aqueous sodium chloride, dried (anhydrous sodium sulfate), filtered, and concentrated to afford the product as a brown solid (0.100 g, 84... Reactants: N1(CCCCC1)S(=O)(=O)C=1C=C(C(=O)O)C=CC1 (3-(piperidin-1-ylsulfonyl)benzoic acid), C1(CC1)C1=CC(=NN1)N (5-cyclopropyl-1H-pyrazole-3-amine). Yields the product C1(CC1)C1=NNC(=C1)NC(C1=CC(=CC=C1)S(=O)(=O)N1CCCCC1)=O (N-(3-cyclopropyl-1H-pyrazol-5-yl)-3-(piperidin-1-ylsulfonyl)benzamide). Reaction SMILES: [N:1]1([S:7]([C:10]2[CH:11]=[C:12]([CH:16]=[CH:17][CH:18]=2)[C:13]([OH:15])=O)(=[O:9])=[O:8])[CH2:6][CH2:5][CH2:4][CH2:3][CH2:2]1.[CH:19]1([C:22]2[NH:26][N:25]=[C:24]([NH2:27])[CH:23]=2)[CH2:21][CH2:20]1>>[CH:19]1([C:22]2[CH:23]=[C:24]([NH:27][C:13](=[O:15])[C:12]3[CH:16]=[CH:17][CH:18]=[C:10]([S:7]([N:1]4[CH2:2][CH2:3][CH2:4][CH2:5][CH2:6]4)(=[O:8])=[O:9])[CH:11]=3)[NH:25][N:26]=2)[CH2:21][CH2:20]1. Procedure: The entitled compound was produced according to the method of Example 92 but using 3-(piperidin-1-ylsulfonyl)benzoic acid and 5-cyclopropyl-1H-pyrazole-3-amine as the starting materials.